Dataset: the Open Reaction Database (ORD), a public repository of structured organic reaction records. Task: describe an organic reaction: reactants, conditions, products, and yield The reactants are C(C)(=O)OCC1=CC(=NC(=N1)C(F)(F)F)C(=O)OCC (ethyl 6-[(acetyloxy)methyl]-2-(trifluoromethyl)pyrimidine-4-carboxylate), O.[OH-].[Li+] (Lithium hydroxide, monohydrate), HCl, ice. Run in O1CCCC1 (tetrahydrofuran), O (water). Run at time 15 minute. Yields the product C(C)(=O)OCC1=CC(=NC(=N1)C(F)(F)F)C(=O)O (6-[(acetyloxy)methyl]-2-(trifluoromethyl)pyrimidine-4-carboxylic acid). RXN SMILES: [C:1]([O:4][CH2:5][C:6]1[N:11]=[C:10]([C:12]([F:15])([F:14])[F:13])[N:9]=[C:8]([C:16]([O:18]CC)=[O:17])[CH:7]=1)(=[O:3])[CH3:2].O.[OH-].[Li+]>O1CCCC1.O>[C:1]([O:4][CH2:5][C:6]1[N:11]=[C:10]([C:12]([F:13])([F:15])[F:14])[N:9]=[C:8]([C:16]([OH:18])=[O:17])[CH:7]=1)(=[O:3])[CH3:2] |f:1.2.3|. Procedure: A solution of ethyl 6-[(acetyloxy)methyl]-2-(trifluoromethyl)pyrimidine-4-carboxylate (0.95 g, 3.2 mmol, from Step B) in tetrahydrofuran (8.7 mL) at 0° C. was treated with Lithium hydroxide, monohydrate (140 mg, 3.2 mmol) in water (1.3 mL). The reaction was stirred for 15 minutes, then was treated with 1N HCl to pH˜4 while still in the ice bath. THF was removed from the mixture in vacuo. The product was extracted first with ethyl acetate, then with several portions of 10% isopropanol in CHCl3, i... Reactants: C(C)OC(=O)C1=CC(=C(OCCN2C=NC=C2)C=C1)Cl (1-[2-(4-ethoxycarbonyl-2-chlorophenoxy)ethyl]imidazole), [OH-].[K+] (potassium hydroxide), C(C)(=O)O (acetic acid). The solvent is O (water). Product: C(=O)(O)C1=CC(=C(OCCN2C=NC=C2)C=C1)Cl (1-[2-(4-carboxy-2-chlorophenoxy)ethyl]imidazole). The yield is 62.5%. RXN SMILES: C([O:3][C:4]([C:6]1[CH:19]=[CH:18][C:9]([O:10][CH2:11][CH2:12][N:13]2[CH:17]=[CH:16][N:15]=[CH:14]2)=[C:8]([Cl:20])[CH:7]=1)=[O:5])C.[OH-].[K+].C(O)(=O)C>O>[C:4]([C:6]1[CH:19]=[CH:18][C:9]([O:10][CH2:11][CH2:12][N:13]2[CH:17]=[CH:16][N:15]=[CH:14]2)=[C:8]([Cl:20])[CH:7]=1)([OH:5])=[O:3] |f:1.2|. Procedure details: A mixture of 1-[2-(4-ethoxycarbonyl-2-chlorophenoxy)ethyl]imidazole (115 mg) and potassium hydroxide (50 mg) in water (6.25 ml) was heated on a steam bath for 18 hours. The resulting solution was just acidified with acetic acid and evaporated to a small volume. The resulting solid was filtered off, washed with water and crystallised from water to give 1-[2-(4-carboxy-2-chlorophenoxy)ethyl]imidazole (65 mg), m.p. 204° C. Found: C, 53.44; H, 4.15; N, 10.52. C12H11ClN2O3 requires: C, 54.04; H, 4.16... Reactants: CCO, CCOC(=O)C(C)C(C)=O, CC(=O)[O-], Nc1ccc(F)c(Cl)c1, Cl, [K+], O=N[O-], [Na+], [Na+], [OH-], O. As a reaction SMILES: [CH2:33]([OH:34])[CH3:35].[CH3:15][CH:16]([C:17](=[O:18])[O:19][CH2:20][CH3:21])[C:22]([CH3:23])=[O:24].[CH3:28][C:29](=[O:30])[O-:31].[Cl:1][c:2]1[cH:3][c:4]([NH2:5])[cH:6][cH:7][c:8]1[F:9].[ClH:10].[K+:26].[N:11]([O-:12])=[O:13].[Na+:14].[Na+:27].[OH-:25].[OH2:32]>>[Cl:1][c:2]1[cH:3][c:4]([NH:5][NH:11][CH:16]([CH3:15])[C:17](=[O:18])[O:19][CH2:20][CH3:21])[cH:6][cH:7][c:8]1[F:9]. Yields the product CCOC(=O)C(C)NNc1ccc(F)c(Cl)c1. Solvent: C(Cl)(Cl)Cl (chloroform), O (water), C(Cl)(Cl)Cl (chloroform). Reaction conditions: temperature 4 celsius, time 2 hour. RXN SMILES: [C:1]1([C:7]([NH:20][CH:21]2[C:40](=[O:41])[N:23]3[CH:24]([C:29](=O)[NH:30][CH2:31][C:32]4[CH:37]=[CH:36][C:35]([OH:38])=[CH:34][CH:33]=4)[C:25]([CH3:28])([CH3:27])[S:26][C@H:22]23)([C:14]2[CH:19]=[CH:18][CH:17]=[CH:16][CH:15]=2)[C:8]2[CH:13]=[CH:12][CH:11]=[CH:10][CH:9]=2)[CH:6]=[CH:5][CH:4]=[CH:3][CH:2]=1.N1C=CC=CC=1.[C:48](Cl)(=[O:50])[CH3:49].C(Cl)(Cl)=O.[N-:56]=[N+:57]=[N-:58].CN(C)C(=[NH2+])N(C)C.[OH-].[Na+]>O.C(Cl)(Cl)Cl>[C:14]1([C:7]([NH:20][CH:21]2[C:40](=[O:41])[N:23]3[CH:24]([C:29]4[N:30]([CH2:31][C:32]5[CH:37]=[CH:36][C:35]([O:38][C:48](=[O:50])[CH3:49])=[CH:34][CH:33]=5)[N:58]=[N:57][N:56]=4)[C:25]([CH3:28])([CH3:27])[S:26][C@H:22]23)([C:1]2[CH:2]=[CH:3][CH:4]=[CH:5][CH:6]=2)[C:8]2[CH:9]=[CH:10][CH:11]=[CH:12][CH:13]=2)[CH:15]=[CH:16][CH:17]=[CH:18][CH:19]=1 |f:4.5,6.7|. Procedure: To a stirred solution of 1.69 g. (3 mmole) of 6-(triphenylmethylamino)-2,2-dimethyl-3-(N-[4-hydroxybenzyl]carbamoyl)penam in 9 ml. of chloroform is added 1 ml. (12 mmole) of pyridine. The solution is cooled to ca. 4° C. in an ice-bath and 235 mg. of acetyl chloride is added slowly. The solution is stirred for 2 hours at ambient temperature, and then it is again cooled to ca. 4° C. Phosgene (1.5 ml. of a 4.3 M solution in chloroform [6.45 mmole]) is added and the cooling bath is removed. Stirring... Product: C1(=CC=CC=C1)C(C1=CC=CC=C1)(C1=CC=CC=C1)NC1[C@@H]2N(C(C(S2)(C)C)C2=NN=NN2CC2=CC=C(C=C2)OC(C)=O)C1=O (6-(triphenylmethylamino)-2,2-dimethyl-3-(1-[4-acetoxybenzyl]tetrazol-5-yl)penam). Starting materials: solution, C1(=CC=CC=C1)C(C1=CC=CC=C1)(C1=CC=CC=C1)NC1[C@@H]2N(C(C(S2)(C)C)C(NCC2=CC=C(C=C2)O)=O)C1=O (6-(triphenylmethylamino)-2,2-dimethyl-3-(N-[4-hydroxybenzyl]carbamoyl)penam), C(=O)(Cl)Cl (Phosgene), [OH-].[Na+] (sodium hydroxide), N1=CC=CC=C1 (pyridine), C(C)(=O)Cl (acetyl chloride), [N-]=[N+]=[N-].CN(C(N(C)C)=[NH2+])C (tetramethylguanidinium azide). Starting materials: CC(=O)[O-], COc1cc(C=O)cc(OC)c1, CC(=O)O, C[N+](=O)[O-], [NH4+], O. Yields the product COc1cc(C=C[N+](=O)[O-])cc(OC)c1. Reaction SMILES: [CH3:18][C:19](=[O:20])[O-:21].[CH3:1][O:2][c:3]1[cH:4][c:5]([CH:6]=[O:7])[cH:8][c:9]([O:11][CH3:12])[cH:10]1.[CH3:22][C:23](=[O:24])[OH:25].[N+:13](=[O:14])([O-:15])[CH3:16].[NH4+:17].[OH2:26]>>[CH3:1][O:2][c:3]1[cH:4][c:5]([CH:6]=[CH:16][N+:13](=[O:14])[O-:15])[cH:8][c:9]([O:11][CH3:12])[cH:10]1. Reactants: CN (methylamine), BrCC(=O)C1=CC(=C(C=C1)OC)OC (2-Bromo-1-(3,4-dimethoxyphenyl)ethanone), ClCCl (dichloromethane). Run in C(C)(C)O (isopropanol), C(C)(C)O (isopropanol). The product is Br.COC=1C=C(C=CC1OC)C(CNC)=O (1-(3,4-dimethoxyphenyl)-2-(methylamino)ethanone hydrobromide). The yield is 67.0%. Reaction SMILES: [CH3:1][NH2:2].[Br:3][CH2:4][C:5]([C:7]1[CH:12]=[CH:11][C:10]([O:13][CH3:14])=[C:9]([O:15][CH3:16])[CH:8]=1)=[O:6].ClCCl>C(O)(C)C>[BrH:3].[CH3:16][O:15][C:9]1[CH:8]=[C:7]([C:5](=[O:6])[CH2:4][NH:2][CH3:1])[CH:12]=[CH:11][C:10]=1[O:13][CH3:14] |f:4.5|. Reported procedure: To isopropanol (200 ml), 40% aqueous methylamine solution (133 ml) was added and stirred under ice-cooling. 2-Bromo-1-(3,4-dimethoxyphenyl)ethanone (8.47 g, 33 mmol) was dissolved in isopropanol (10 ml) and dichloromethane (10 ml) and dropwise added to the reaction mixture over 1 hour. After the dropwise addition, the mixture was stirred for 15 minutes under ice-cooling. The solvent in the reaction mixture was distilled out at room temperature under reduced pressure and the precipitated crystal ...